Dataset: the Open Reaction Database (ORD), a public repository of structured organic reaction records. Task: describe an organic reaction: reactants, conditions, products, and yield Reaction SMILES: [CH3:1][O:2][C:3](=[O:12])[C@H:4]([CH2:6][C:7]1[N:11]=[CH:10][NH:9][CH:8]=1)[NH2:5].[CH:13](=O)[C:14]1[CH:19]=[CH:18][CH:17]=[CH:16][CH:15]=1.[O-]S([O-])(=O)=O.[Mg+2]>C(Cl)(Cl)Cl>[CH3:1][O:2][C:3](=[O:12])[C@H:4]([CH2:6][C:7]1[N:11]=[CH:10][NH:9][CH:8]=1)[N:5]=[CH:13][C:14]1[CH:19]=[CH:18][CH:17]=[CH:16][CH:15]=1 |f:2.3|. Yields the product COC([C@@H](N=CC1=CC=CC=C1)CC1=CNC=N1)=O (N-benzylidene histidine methyl ester). The reactants are COC([C@@H](N)CC1=CNC=N1)=O (Histidine methyl ester), C(C1=CC=CC=C1)=O (benzaldehyde), [O-]S(=O)(=O)[O-].[Mg+2] (MgSO4). Reported procedure: Histidine methyl ester, 185 mg (1 mmole), is treated with 1.06 g (1 mmole) of benzaldehyde in 25 ml of CHCl3 for 3 hours. MgSO4, 0.2 g, is added for the last hour. The mixture is filtered and the solvent is evaporated, to leaving compound 2·I as a residue. The solvent is C(Cl)(Cl)Cl (CHCl3). Reactants: [Al+3], CC(=O)C1CN(Cc2ccccc2)CC1c1ccc(F)c(F)c1, C1CCOC1, [H-], [H-], [H-], [H-], [Li+]. Yields the product CC(O)C1CN(Cc2ccccc2)CC1c1ccc(F)c(F)c1. Reaction SMILES: [Al+3:25].[CH2:1]([c:2]1[cH:3][cH:4][cH:5][cH:6][cH:7]1)[N:8]1[CH2:9][CH:10]([C:21]([CH3:22])=[O:23])[CH:11]([c:13]2[cH:14][c:15]([F:20])[c:16]([F:19])[cH:17][cH:18]2)[CH2:12]1.[CH2:30]1[O:31][CH2:32][CH2:33][CH2:34]1.[H-:24].[H-:27].[H-:28].[H-:29].[Li+:26]>>[CH2:1]([c:2]1[cH:3][cH:4][cH:5][cH:6][cH:7]1)[N:8]1[CH2:9][CH:10]([CH:21]([CH3:22])[OH:23])[CH:11]([c:13]2[cH:14][c:15]([F:20])[c:16]([F:19])[cH:17][cH:18]2)[CH2:12]1. The reactants are CO, CCOC(=O)Cn1nc(-c2scc(C)c2Cl)n(CC(C)C)c1=O, Cl, [K+], [OH-]. Yields the product Cc1csc(-c2nn(CC(=O)O)c(=O)n2CC(C)C)c1Cl. Reaction SMILES: [CH3:27][OH:28].[Cl:1][c:2]1[c:3](-[c:8]2[n:9][n:10]([CH2:18][C:19](=[O:20])[O:21][CH2:22][CH3:23])[c:11](=[O:17])[n:12]2[CH2:13][CH:14]([CH3:15])[CH3:16])[s:4][cH:5][c:6]1[CH3:7].[ClH:26].[K+:25].[OH-:24]>>[Cl:1][c:2]1[c:3](-[c:8]2[n:9][n:10]([CH2:18][C:19](=[O:20])[OH:21])[c:11](=[O:17])[n:12]2[CH2:13][CH:14]([CH3:15])[CH3:16])[s:4][cH:5][c:6]1[CH3:7]. Reactants: O1CCOCC1 (dioxane), P(=O)([O-])([O-])[O-].[K+].[K+].[K+] (potassium phosphate), BrC=1C=C(C=2C=NN(C2C1)C(C)C)C(=O)NCC=1C(NC(=CC1CCC)C)=O (6-bromo-1-(1-methylethyl)-N-[(6-methyl-2-oxo-4-propyl-1,2-dihydro-3-pyridinyl)methyl]-1H-indazole-4-carboxamide), Cl.CN(C)CC=1C=C(C=CC1)B1OC(C)(C)C(C)(C)O1 (3-(N,N dimethylaminomethyl)phenylboronic acid pinacol ester hydrochloride). Reagents/catalysts: C1=CC=C(C=C1)P([C-]2C=CC=C2)C3=CC=CC=C3.C1=CC=C(C=C1)P([C-]2C=CC=C2)C3=CC=CC=C3.Cl[Pd]Cl.[Fe+2].C(Cl)Cl (PdCl2(dppf) CH2Cl2). Solvent: O (water). The product is Cl.CN(C)CC=1C=C(C=CC1)C=1C=C(C=2C=NN(C2C1)C(C)C)C(=O)NCC=1C(NC(=CC1CCC)C)=O (6-{3-[(dimethylamino)methyl]phenyl}-1-(1-methylethyl)-N-[(6-methyl-2-oxo-4-propyl-1,2-dihydro-3-pyridinyl)methyl]-1H-indazole-4-carboxamide hydrochloride salt), solid. Isolated yield 85.0%. As a reaction SMILES: Br[C:2]1[CH:3]=[C:4]([C:14]([NH:16][CH2:17][C:18]2[C:19](=[O:28])[NH:20][C:21]([CH3:27])=[CH:22][C:23]=2[CH2:24][CH2:25][CH3:26])=[O:15])[C:5]2[CH:6]=[N:7][N:8]([CH:11]([CH3:13])[CH3:12])[C:9]=2[CH:10]=1.[ClH:29].[CH3:30][N:31]([CH2:33][C:34]1[CH:35]=[C:36](B2OC(C)(C)C(C)(C)O2)[CH:37]=[CH:38][CH:39]=1)[CH3:32].P([O-])([O-])([O-])=O.[K+].[K+].[K+].O1CCOCC1>C1C=CC(P(C2C=CC=CC=2)[C-]2C=CC=C2)=CC=1.C1C=CC(P(C2C=CC=CC=2)[C-]2C=CC=C2)=CC=1.Cl[Pd]Cl.[Fe+2].C(Cl)Cl.O>[ClH:29].[CH3:30][N:31]([CH2:33][C:34]1[CH:39]=[C:38]([C:2]2[CH:3]=[C:4]([C:14]([NH:16][CH2:17][C:18]3[C:19](=[O:28])[NH:20][C:21]([CH3:27])=[CH:22][C:23]=3[CH2:24][CH2:25][CH3:26])=[O:15])[C:5]3[CH:6]=[N:7][N:8]([CH:11]([CH3:13])[CH3:12])[C:9]=3[CH:10]=2)[CH:37]=[CH:36][CH:35]=1)[CH3:32] |f:1.2,3.4.5.6,8.9.10.11.12,14.15|. Reported procedure: The title compound was prepared in the same manner as described for example 33 using from 6-bromo-1-(1-methylethyl)-N-[(6-methyl-2-oxo-4-propyl-1,2-dihydro-3-pyridinyl)methyl]-1H-indazole-4-carboxamide (200 mg, 0.449 mmol), 3-(N,N dimethylaminomethyl)phenylboronic acid pinacol ester hydrochloride (170 mg, 0.571 mmol), potassium phosphate (300 mg, 1.413 mmol), dioxane (12 mL), water (3 mL), and PdCl2(dppf)-CH2Cl2 adduct (50 mg, 0.061 mmol). The product was obtained as a light tan solid (204 mg, 8... Product: CN1CCC(CC1)C1=CNC2=CC=C(C=C12)N (3-(1-methyl-4-piperidyl)indole-5-ylamine). Solvent: CO (MeOH). RXN SMILES: [CH3:1][N:2]1[CH2:7][CH:6]=[C:5]([C:8]2[C:16]3[C:11](=[CH:12][CH:13]=[C:14]([N+:17]([O-])=O)[CH:15]=3)[NH:10][CH:9]=2)[CH2:4][CH2:3]1>CO>[CH3:1][N:2]1[CH2:7][CH2:6][CH:5]([C:8]2[C:16]3[C:11](=[CH:12][CH:13]=[C:14]([NH2:17])[CH:15]=3)[NH:10][CH:9]=2)[CH2:4][CH2:3]1. Run at time 8 hour. Procedure: 3-(1-Methyl-1,2,3,6-tetrahydro-pyridin-4-yl)-5-nitro-1H-indole (2.7 g, Step A) was dissolved in MeOH (50 mL), the mixture was bubbled with H2 for 10 min. 10% Pd/C (150 mg) was added and the mixture was stirred under H2 overnight. The mixture was filtered through Celite® and concentrated in vacuo to afford 3-(1-methyl-4-piperidyl)indole-5-ylamine as a yellow oil. MS: 230 (M+1). Calc'd. for C14H19N3—229.32. Reactants: CN1CCC(=CC1)C1=CNC2=CC=C(C=C12)[N+](=O)[O-] (3-(1-Methyl-1,2,3,6-tetrahydro-pyridin-4-yl)-5-nitro-1H-indole).